Dataset: the Open Reaction Database (ORD), a public repository of structured organic reaction records. Task: describe an organic reaction: reactants, conditions, products, and yield Reactants: C(C)(=O)OCCO[C@@H]1[C@@H](CC2=CC=C3[C@@H]4CC[C@H]([C@@H](CCCC(C)(C)O)C)[C@]4(CC[C@@H]3[C@]2([C@H]1O)C)C)O (2β-(2-acetyloxyethyloxy)-1α, 3β, 25-trihydroxycholesta-5,7-diene), N1=C(C=CC=C1C)C (2,6-lutidine), FC(S(=O)(=O)O[Si](CC)(CC)CC)(F)F (triethylsilyl trifluoromethanesulfonate). The solvent is ClCCl (dichloromethane). Run at time 1.5 hour. Product: C(C)(=O)OCCO[C@@H]1[C@@H](CC2=CC=C3[C@@H]4CC[C@H]([C@@H](CCCC(C)(C)O[Si](CC)(CC)CC)C)[C@]4(CC[C@@H]3[C@]2([C@H]1O[Si](CC)(CC)CC)C)C)O[Si](CC)(CC)CC (2β-(2-acetyloxyethyloxy)-1α, 3β, 25-tris(triethylsilyloxy)cholesta-5,7-diene). The yield is 75.6%. Reaction SMILES: [C:1]([O:4][CH2:5][CH2:6][O:7][C@H:8]1[C@H:33]([OH:34])[C@@:32]2([CH3:35])[C:11](=[CH:12][CH:13]=[C:14]3[C@@H:31]2[CH2:30][CH2:29][C@@:28]2([CH3:36])[C@H:15]3[CH2:16][CH2:17][C@@H:18]2[C@H:19]([CH3:27])[CH2:20][CH2:21][CH2:22][C:23]([OH:26])([CH3:25])[CH3:24])[CH2:10][C@H:9]1[OH:37])(=[O:3])[CH3:2].N1C(C)=CC=C[C:39]=1[CH3:45].FC(F)(F)S(O[Si:52]([CH2:57][CH3:58])([CH2:55][CH3:56])[CH2:53][CH3:54])(=O)=O>ClCCl>[C:1]([O:4][CH2:5][CH2:6][O:7][C@H:8]1[C@H:33]([O:34][Si:52]([CH2:57][CH3:58])([CH2:55][CH3:56])[CH2:53][CH3:54])[C@@:32]2([CH3:35])[C:11](=[CH:12][CH:13]=[C:14]3[C@@H:31]2[CH2:30][CH2:29][C@@:28]2([CH3:36])[C@H:15]3[CH2:16][CH2:17][C@@H:18]2[C@H:19]([CH3:27])[CH2:20][CH2:21][CH2:22][C:23]([O:26][Si:52]([CH2:57][CH3:58])([CH2:55][CH3:56])[CH2:53][CH3:54])([CH3:25])[CH3:24])[CH2:10][C@H:9]1[O:37][Si:52]([CH2:39][CH3:45])([CH2:55][CH3:56])[CH2:53][CH3:54])(=[O:3])[CH3:2]. Procedure: To a dichloromethane (15 ml) solution of compound 3 (260 mg, 502 μmol) obtained in Example 1, and 2,6-lutidine (877 μl, 7.53 mmol), triethylsilyl trifluoromethanesulfonate (1.14 ml, 5.02 mmol) was added with ice cooling in an argon atmosphere, and the mixture was stirred for 1.5 hours at the same temperature. The reaction mixture was concentrated under reduced pressure. The resulting residue was purified by flash column chromatography (5% ethyl acetate/hexane) to give colorless oily compound 4 (...